From a dataset of the Open Reaction Database (ORD), a public repository of structured organic reaction records. describe an organic reaction: reactants, conditions, products, and yield The reactants are OC(CC1=NC=CC=C1CCC1=CC=C(C(=O)OC)C=C1)C1=CC=CC=C1 (Methyl 4-[2-(2-(2-hydroxy-2-(phenyl)ethyl)-3-pyridyl)ethyl]benzoate), S(=O)(Cl)Cl (Thionyl chloride). Conditions: time 1 hour. Product: ClC(CC1=NC=CC=C1CCC1=CC=C(C(=O)OC)C=C1)C1=CC=CC=C1 (methyl 4-[2-(2-(2-chloro-2-(phenyl)ethyl)-3-pyridyl)ethyl]benzoate). RXN SMILES: O[CH:2]([C:22]1[CH:27]=[CH:26][CH:25]=[CH:24][CH:23]=1)[CH2:3][C:4]1[C:9]([CH2:10][CH2:11][C:12]2[CH:21]=[CH:20][C:15]([C:16]([O:18][CH3:19])=[O:17])=[CH:14][CH:13]=2)=[CH:8][CH:7]=[CH:6][N:5]=1.S(Cl)([Cl:30])=O>>[Cl:30][CH:2]([C:22]1[CH:27]=[CH:26][CH:25]=[CH:24][CH:23]=1)[CH2:3][C:4]1[C:9]([CH2:10][CH2:11][C:12]2[CH:21]=[CH:20][C:15]([C:16]([O:18][CH3:19])=[O:17])=[CH:14][CH:13]=2)=[CH:8][CH:7]=[CH:6][N:5]=1. Procedure: Methyl 4-[2-(2-(2-hydroxy-2-(phenyl)ethyl)-3-pyridyl)ethyl]benzoate (0.47 g), 1.29 mmol) was cooled in an ice bath. Thionyl chloride (15 ml) was added and the reaction held at 0° C. for 1 hour. The reaction mixture was evaporated and azeotroped with toluene to give methyl 4-[2-(2-(2-chloro-2-(phenyl)ethyl)-3-pyridyl)ethyl]benzoate (0.549 g) which was used without further purification. Reactants: NC1=CC(NN1)=O (5-Amino-1,2-dihydropyrazol-3-one), BrC=1C=C(C=O)C=CC1F (3-bromo-4-fluorobenzaldehyde), C1(CC(CC1)=O)=O (1,3-cyclopentanedione). The solvent is C(C)O (ethyl alcohol). The product is BrC=1C=C(C=CC1F)C1C2=C(NC3=C1C(NN3)=O)CCC2=O (4-(3-bromo-4-fluorophenyl)-1,2,4,6,7,8-hexahydrocyclopenta[b]pyrazolo[4,3-e]pyridine-3,5-dione). The yield is 22.9%. RXN SMILES: [NH2:1][C:2]1[NH:6][NH:5][C:4](=[O:7])[CH:3]=1.[Br:8][C:9]1[CH:10]=[C:11]([CH:14]=[CH:15][C:16]=1[F:17])[CH:12]=O.[C:18]1(=O)[CH2:22][CH2:21][C:20](=[O:23])[CH2:19]1>C(O)C>[Br:8][C:9]1[CH:10]=[C:11]([CH:12]2[C:3]3[C:4](=[O:7])[NH:5][NH:6][C:2]=3[NH:1][C:18]3[CH2:22][CH2:21][C:20](=[O:23])[C:19]2=3)[CH:14]=[CH:15][C:16]=1[F:17]. Reported procedure: 5-Amino-1,2-dihydropyrazol-3-one (0.15 g, 1.5 mmol), 3-bromo-4-fluorobenzaldehyde (0.31 g, 1.5 mmol), and 1,3-cyclopentanedione (0.15 g, 1.5 mmol) in ethyl alcohol (3 mL) were heated at 80° C. for 2 days in a sealed tube. The reaction mixture was evaporated under reduced pressure and the residue was chromatographed on silica gel eluting with ethyl acetate:formic acid:water (18:1:1) to provide 0.125 g of the title compound as a tan solid. 1H NMR (300 MHz, DMSO-d6) δ 2.22 (t, 2H), 2.61 (m, 2H), 4.... Reactants: FC1=C(OC=2C=NN(C(C2)=O)C(C(=O)O)CC2=C(C=CC=C2F)F)C(=CC=C1)F (2-[4-(2,6-difluoro-phenoxy)-6-oxo-6H-pyridazin-1-yl]-3-(2,6-difluoro-phenyl)-propionic acid), NC1=NN(C=C1)CC(C)(O)C (1-(3-amino-pyrazol-1-yl)-2-methyl-propan-2-ol), FC1=C(OC=2C=NN(C(C2)=O)C(C(=O)O)CC2=C(C=CC=C2F)F)C(=CC=C1)F (2-[4-(2,6-difluoro-phenoxy)-6-oxo-6H-pyridazin-1-yl]-3-(2,6-difluoro-phenyl)-propionic acid), NC1=NN(C=C1)CC(C)(O)C (1-(3-amino-pyrazol-1-yl)-2-methyl-propan-2-ol). Product: FC1=C(OC=2C=NN(C(C2)=O)C(C(=O)NC2=NN(C=C2)CC(C)(C)O)CC2=C(C=CC=C2F)F)C(=CC=C1)F (2-[4-(2,6-difluoro-phenoxy)-6-oxo-6H-pyridazin-1-yl]-3-(2,6-difluoro-phenyl)-N-[1-(2-hydroxy-2-methyl-propyl)-1H-pyrazol-3-yl]-propionamide). The yield is 65.0%. RXN SMILES: [F:1][C:2]1[CH:28]=[CH:27][CH:26]=[C:25]([F:29])[C:3]=1[O:4][C:5]1[CH:6]=[N:7][N:8]([CH:12]([CH2:16][C:17]2[C:22]([F:23])=[CH:21][CH:20]=[CH:19][C:18]=2[F:24])[C:13]([OH:15])=O)[C:9](=[O:11])[CH:10]=1.[NH2:30][C:31]1[CH:35]=[CH:34][N:33]([CH2:36][C:37]([CH3:40])([OH:39])[CH3:38])[N:32]=1>>[F:1][C:2]1[CH:28]=[CH:27][CH:26]=[C:25]([F:29])[C:3]=1[O:4][C:5]1[CH:6]=[N:7][N:8]([CH:12]([CH2:16][C:17]2[C:22]([F:23])=[CH:21][CH:20]=[CH:19][C:18]=2[F:24])[C:13]([NH:30][C:31]2[CH:35]=[CH:34][N:33]([CH2:36][C:37]([OH:39])([CH3:38])[CH3:40])[N:32]=2)=[O:15])[C:9](=[O:11])[CH:10]=1. Procedure: Using the method described in Example 49, 2-[4-(2,6-difluoro-phenoxy)-6-oxo-6H-pyridazin-1-yl]-3-(2,6-difluoro-phenyl)-propionic acid (Intermediate 34) and 1-(3-amino-pyrazol-1-yl)-2-methyl-propan-2-ol (Intermediate 1) afforded 2-[4-(2,6-difluoro-phenoxy)-6-oxo-6H-pyridazin-1-yl]-3-(2,6-difluoro-phenyl)-N-[1-(2-hydroxy-2-methyl-propyl)-1H-pyrazol-3-yl]-propionamide as a light yellow solid (571 mg, 65%); ES+-HRMS m/e calcd for C26H23N5O4F4 [M+H+] 546.1759 found 546.1762. 1H-NMR (400 MHz, DMSO-d6)... Reaction SMILES: Cl[C:2]1[CH:11]=[CH:10][C:9]2[C:4](=[CH:5][CH:6]=[C:7]([N+:12]([O-])=O)[CH:8]=2)[N:3]=1.[CH3:15][CH:16]1[CH2:20][C:19]2[CH:21]=[CH:22][CH:23]=[C:24]([NH2:25])[C:18]=2[O:17]1.[CH:26]([N:29]=[C:30]=[O:31])([CH3:28])[CH3:27]>>[CH:26]([NH:29][C:30]([NH:12][C:7]1[CH:8]=[C:9]2[C:4](=[CH:5][CH:6]=1)[N:3]=[C:2]([NH:25][C:24]1[C:18]3[O:17][CH:16]([CH3:15])[CH2:20][C:19]=3[CH:21]=[CH:22][CH:23]=1)[CH:11]=[CH:10]2)=[O:31])([CH3:28])[CH3:27]. Product: C(C)(C)NC(=O)NC=1C=C2C=CC(=NC2=CC1)NC1=CC=CC=2CC(OC21)C (1-Isopropyl-3-[2-(2-methyl-2,3-dihydro-benzofuran-7-ylamino)quinolin-6-yl]-urea). Reported procedure: The title compound, MS: m/e=377.4 (M+H+), was prepared in accordance with the general method of example 14 from 2-chloro-6-nitro-quinoline, 2,3-dihydro-2-methyl-7-benzofuranamine (CAS 26210-74-2) and isopropyl isocyanate. The reactants are ClC1=NC2=CC=C(C=C2C=C1)[N+](=O)[O-] (2-chloro-6-nitro-quinoline), CC1OC2=C(C1)C=CC=C2N (2,3-dihydro-2-methyl-7-benzofuranamine), C(C)(C)N=C=O (isopropyl isocyanate). The reactants are FC(C=1C(=C(C(N)=NO)C(=CC1)C(F)(F)F)Cl)(F)F (3,6-bistrifluoromethyl-2-chlorobenzamidoxime), C1(CC1)CBr (cyclopropylmethylbromide), aqueous solution. Reagents/catalysts: [Br-].C(CCC)[N+](CCCC)(CCCC)CCCC (tetrabutylammonium bromide). Run in C(Cl)(Cl)Cl (chloroform). Yields the product C1(CC1)CON=C(C1=C(C(=CC=C1C(F)(F)F)C(F)(F)F)Cl)N (N'-cyclopropylmethyloxy-3,6-bistrifluoromethyl-2-chlorobenzamidine). Yield: 56.7%. Reaction SMILES: [F:1][C:2]([F:19])([F:18])[C:3]1[C:4]([Cl:17])=[C:5]([C:10]([C:13]([F:16])([F:15])[F:14])=[CH:11][CH:12]=1)[C:6](=[N:8][OH:9])[NH2:7].[CH:20]1([CH2:23]Br)[CH2:22][CH2:21]1>C(Cl)(Cl)Cl.[Br-].C([N+](CCCC)(CCCC)CCCC)CCC>[CH:20]1([CH2:23][O:9][N:8]=[C:6]([NH2:7])[C:5]2[C:10]([C:13]([F:15])([F:14])[F:16])=[CH:11][CH:12]=[C:3]([C:2]([F:18])([F:1])[F:19])[C:4]=2[Cl:17])[CH2:22][CH2:21]1 |f:3.4|. Reported procedure: In 10 ml of chloroform was dissolved 0.60 g of 3,6-bistrifluoromethyl-2-chlorobenzamidoxime and 0.50 g of cyclopropylmethylbromide, and to the solution was added 0.1 g of tetrabutylammonium bromide at room temperature with stirring, and then 1.2 ml of 10% aqueous solution of sodiunhydroxide, then stirred for 3 hours at 30°-40° C. The solution was washed with water, washed with saturated saline solution and dried over anhydrous magnesium sulfate. The organic layer was concentrated under reduced p... The reactants are ice water, C(C)N1C2=CC=CC=C2C(C=2C=C3C(=CC12)C(C1=CC=CC=C13)(CC)CC)(C)C (11,13,13-triethyl-6,6-dimethyl-11,13-dihydro-6H-11-aza-indeno[2,1-b]anthracene), C(C)(=O)Cl (acetyl chloride), [Cl-].[Al+3].[Cl-].[Cl-] (Aluminum chloride). Run in ClCCl (dichloromethane). Reaction conditions: time 8 hour. Yields the product C(C)(=O)C=1C=C2C(C=3C=C4C(=CC3N(C2=CC1)CC)C(C1=CC=CC=C14)(CC)CC)(C)C (8-acetyl-11,13,13-triethyl-6,6-dimethyl-11,13-dihydro-6H-11-aza-indeno[2,1-b]anthracene). Reaction SMILES: [Cl-].[Al+3].[Cl-].[Cl-].[CH2:5]([N:7]1[C:20]2[CH:19]=[C:18]3[C:21]([CH2:30][CH3:31])([CH2:28][CH3:29])[C:22]4[C:27]([C:17]3=[CH:16][C:15]=2[C:14]([CH3:33])([CH3:32])[C:13]2[C:8]1=[CH:9][CH:10]=[CH:11][CH:12]=2)=[CH:26][CH:25]=[CH:24][CH:23]=4)[CH3:6].[C:34](Cl)(=[O:36])[CH3:35]>ClCCl>[C:34]([C:11]1[CH:12]=[C:13]2[C:8](=[CH:9][CH:10]=1)[N:7]([CH2:5][CH3:6])[C:20]1[CH:19]=[C:18]3[C:21]([CH2:28][CH3:29])([CH2:30][CH3:31])[C:22]4[C:27]([C:17]3=[CH:16][C:15]=1[C:14]2([CH3:33])[CH3:32])=[CH:26][CH:25]=[CH:24][CH:23]=4)(=[O:36])[CH3:35] |f:0.1.2.3|. Procedure: Aluminum chloride (3.43 g, 25.6 mmol) was slowly added into a dichloromethane solution (80 mL) in which were dissolved 11,13,13-triethyl-6,6-dimethyl-11,13-dihydro-6H-11-aza-indeno[2,1-b]anthracene (6.80 g, 20.0 mmol) and acetyl chloride (1.83 mL, 25.7 mmol) at 0° C. under nitrogen atmosphere. After stirring at room temperature overnight, the reaction mixture was poured into ice-water. The product was extracted twice with dichloromethane. The combined organic layer was washed with brine, and dri... Starting materials: OC=1C=C2C(C=C(OC2=CC1)C1=CC=CC=C1)=O (6-hydroxyflavone), BrCCCCCCCl (1-bromo-6-chlorohexane), CC1CCNCC1 (4-methylpiperidine). The product is Cl.CC1CCN(CC1)CCCCCCOC=1C=CC2=C(C(C=C(O2)C2=CC=CC=C2)=O)C1 (6-[6-(4-Methylpiperidinyl)hexoxy1-2-phenyl-4H-1-benzopyran-4-one hydrochloride). Reaction SMILES: [OH:1][C:2]1[CH:3]=[C:4]2[C:9](=[CH:10][CH:11]=1)[O:8][C:7]([C:12]1[CH:17]=[CH:16][CH:15]=[CH:14][CH:13]=1)=[CH:6][C:5]2=[O:18].Br[CH2:20][CH2:21][CH2:22][CH2:23][CH2:24][CH2:25][Cl:26].[CH3:27][CH:28]1[CH2:33][CH2:32][NH:31][CH2:30][CH2:29]1>>[ClH:26].[CH3:27][CH:28]1[CH2:33][CH2:32][N:31]([CH2:20][CH2:21][CH2:22][CH2:23][CH2:24][CH2:25][O:1][C:2]2[CH:11]=[CH:10][C:9]3[O:8][C:7]([C:12]4[CH:17]=[CH:16][CH:15]=[CH:14][CH:13]=4)=[CH:6][C:5](=[O:18])[C:4]=3[CH:3]=2)[CH2:30][CH2:29]1 |f:3.4|. Procedure details: The compound was prepared by a method similar to Example 3 from 6-hydroxyflavone, 1-bromo-6-chlorohexane, and 4-methylpiperidine mp 209°-214° C. Starting materials: N[C@@H](CC(O)=O)C(=O)O (Asp), polypeptides, N1[C@@H](CCC1=O)C(=O)N[C@@H](C)C(=O)N[C@@H](CCCCN)C(=O)N[C@@H](CO)C(=O)N[C@@H](CCC(N)=O)C(=O)NCC(=O)NCC(=O)NCC(=O)N[C@@H](CO)C(=O)N[C@@H](CC(N)=O)C(=O)O (PyroGlu-Ala-Lys-Ser-Gln-Gly-Gly-Gly-Ser-Asn), N[C@@H](CCC(N)=O)C(=O)O (Gln), N[C@@H](CC(N)=O)C(=O)N (Asn-NH2), N1[C@@H](CCC1=O)C(=O)N[C@@H](C)C(=O)N[C@@H](CCCCN)C(=O)N[C@@H](CO)C(=O)N[C@@H](CCC(N)=O)C(=O)NCC(=O)N[C@@H](CO)C(=O)N[C@@H](CC(N)=O)C(=O)O (PyroGlu-Ala-Lys-Ser-Gln-Gly-Ser-Asn). Product: N1[C@@H](CCC1=O)C(=O)N[C@H](C)C(=O)N[C@@H](CCCCN)C(=O)N[C@@H](CO)C(=O)N[C@@H](CCC(N)=O)C(=O)NCC(=O)NCC(=O)N[C@@H](CO)C(=O)N[C@@H](CC(N)=O)C(=O)O (PyroGlu-D-Ala-Lys-Ser-Gln-Gly-Gly-Ser-Asn). Reaction SMILES: N[C@H](C(O)=O)CC(=O)O.N[C@H](C(O)=O)CCC(=O)N.N[C@H](C(N)=O)CC(=O)N.N1C(=O)CC[C@H]1C(N[C@H](C(N[C@H](C(N[C@H](C(N[C@H](C(NCC(NCC(NCC(N[C@H:79]([C:82]([NH:84][C@H:85]([C:90]([OH:92])=[O:91])[CH2:86][C:87](=[O:89])[NH2:88])=[O:83])[CH2:80][OH:81])=O)=O)=O)=O)CCC(=O)N)=O)CO)=O)CCCCN)=O)C)=O.[NH:93]1[C:97](=[O:98])[CH2:96][CH2:95][C@H:94]1[C:99]([NH:101][C@H:102]([C:104]([NH:106][C@H:107]([C:113]([NH:115][C@H:116]([C:119]([NH:121][C@H:122]([C:128]([NH:130][CH2:131][C:132]([NH:134][C@H:135]([C:138]([NH:140][C@H](C(O)=O)CC(=O)N)=[O:139])CO)=[O:133])=[O:129])[CH2:123][CH2:124][C:125](=[O:127])[NH2:126])=[O:120])[CH2:117][OH:118])=[O:114])[CH2:108][CH2:109][CH2:110][CH2:111][NH2:112])=[O:105])[CH3:103])=[O:100]>>[NH:93]1[C:97](=[O:98])[CH2:96][CH2:95][C@H:94]1[C:99]([NH:101][C@@H:102]([C:104]([NH:106][C@H:107]([C:113]([NH:115][C@H:116]([C:119]([NH:121][C@H:122]([C:128]([NH:130][CH2:131][C:132]([NH:134][CH2:135][C:138]([NH:140][C@H:79]([C:82]([NH:84][C@H:85]([C:90]([OH:92])=[O:91])[CH2:86][C:87](=[O:89])[NH2:88])=[O:83])[CH2:80][OH:81])=[O:139])=[O:133])=[O:129])[CH2:123][CH2:124][C:125](=[O:127])[NH2:126])=[O:120])[CH2:117][OH:118])=[O:114])[CH2:108][CH2:109][CH2:110][CH2:111][NH2:112])=[O:105])[CH3:103])=[O:100]. Procedure details: Asn9 is replaced by: Asp, Gln, -Ala-NH, and Asn-NH2, and the polypeptides, PyroGlu-Ala-Lys-Ser-Gln-Gly-Gly-Gly-Ser-Asn, and PyroGlu-Ala-Lys-Ser-Gln-Gly-Ser-Asn.